This data is from the Open Reaction Database (ORD), a public repository of structured organic reaction records. The task is: describe an organic reaction: reactants, conditions, products, and yield Starting materials: Cl (HCl), S(N)(O)(=O)=O (sulfamic acid), N(=O)[O-].[Na+] (Sodium nitrite), COC1=CC=C(C=C1)N (p-anisidine), Cl (HCl), [OH-].[Na+] (NaOH), [OH-].[Na+] (NaOH), ClC=1C=C(C(=C(C1)CO)O)CO ((5-chloro-2-hydroxy-1,3-phenylene)dimethanol), diazonium, ClC=1C=C(C(=C(C1)CO)O)CO ((5-chloro-2-hydroxy-1,3-phenylene)dimethanol). Solvent: O (water), O (water), C(C)O (ethanol), O (water), O (water). Conditions: temperature 0 celsius, time 1 hour. The product is ClC1=CC(=C(C(=C1)N=NC1=CC=C(C=C1)OC)O)CO (4-chloro-2-(hydroxymethyl)-6-((4-methoxyphenyl)-diazenyl)phenol). Reaction SMILES: [CH3:1][O:2][C:3]1[CH:8]=[CH:7][C:6]([NH2:9])=[CH:5][CH:4]=1.Cl.N([O-])=O.[Na+].S(=O)(=O)(O)[NH2:16].[OH-].[Na+].[Cl:22][C:23]1[CH:24]=[C:25](CO)[C:26]([OH:31])=[C:27]([CH2:29][OH:30])[CH:28]=1>O.C(O)C>[Cl:22][C:23]1[CH:24]=[C:25]([N:16]=[N:9][C:6]2[CH:7]=[CH:8][C:3]([O:2][CH3:1])=[CH:4][CH:5]=2)[C:26]([OH:31])=[C:27]([CH2:29][OH:30])[CH:28]=1 |f:2.3,5.6|. Procedure details: In a 250 ml round bottom flask equipped with a magnetic stirrer was added 7.60 g (61.7 mmol) p-anisidine, 26 ml conc. HCl(aq), 150 ml absolute ethanol, and 150 ml deionized water. Sodium nitrite (4.58 g, 66.3 mmol) in 30 ml water was added dropwise over 30 minutes while keeping the reaction mixture at −10° C. The reaction mixture was stirred for an additional 1 hour. 300 mg sulfamic acid was added and the mixture was stirred for an additional 20 minutes. The solids were filtered out and the cold...